The task is: describe an organic reaction: reactants, conditions, products, and yield. This data is from the Open Reaction Database (ORD), a public repository of structured organic reaction records. The reactants are C1(=CC=CC=C1)OC(NC1=C2C=CN=CC2=CC=C1)=O (Isoquinolin-5-yl-carbamic acid phenyl ester), [OH-].[Na+] (NaOH), NC1CCCC2=CC=CC=C12 (aminotetralin), C(C1=CC=CC=C1)C1C(CCC2=CC(=CC=C12)F)N (1-benzyl-6-fluoro-1,2,3,4-tetrahydro-naphthalen-2-ylamine). Solvent: CS(=O)C (DMSO), O (water). Conditions: time 16 hour. Product: C(C1=CC=CC=C1)C1C(CCC2=CC(=CC=C12)F)NC(=O)NC1=C2C=CN=CC2=CC=C1 (1-(1-benzyl-6-fluoro-1,2,3,4-tetrahydro-naphthalen-2-yl)-3-isoquinolin-5-yl-urea), solid. Yield: 67.0%. Reaction SMILES: C1(O[C:8](=[O:20])[NH:9][C:10]2[CH:19]=[CH:18][CH:17]=[C:16]3[C:11]=2[CH:12]=[CH:13][N:14]=[CH:15]3)C=CC=CC=1.NC1C2C(=CC=CC=2)CCC1.[CH2:32]([CH:39]1[C:48]2[C:43](=[CH:44][C:45]([F:49])=[CH:46][CH:47]=2)[CH2:42][CH2:41][CH:40]1[NH2:50])[C:33]1[CH:38]=[CH:37][CH:36]=[CH:35][CH:34]=1.[OH-].[Na+]>CS(C)=O.O>[CH2:32]([CH:39]1[C:48]2[C:43](=[CH:44][C:45]([F:49])=[CH:46][CH:47]=2)[CH2:42][CH2:41][CH:40]1[NH:50][C:8]([NH:9][C:10]1[CH:19]=[CH:18][CH:17]=[C:16]2[C:11]=1[CH:12]=[CH:13][N:14]=[CH:15]2)=[O:20])[C:33]1[CH:34]=[CH:35][CH:36]=[CH:37][CH:38]=1 |f:3.4|. Procedure: Isoquinolin-5-yl-carbamic acid phenyl ester 2-1 (0.005 mole, 1.32 g) was dissolved in 15 mL of DMSO (dimethylsulfoxide) followed by the addition of the aminotetralin 2-2, 1-benzyl-6-fluoro-1,2,3,4-tetrahydro-naphthalen-2-ylamine (0.0044 mole, 1.12 g). The reaction mixture was then stirred at room temperature for 16 hours. The reaction mixture was poured into 50 mL of water containing 10 mL of 1N NaOH (sodium hydroxide). The precipitated solid was collected by filtration. This solid was chromatog... Reactants: Cn1nnnc1Cl, CO, [Na+], [OH-], O=C(CCCS)c1ccccn1. The product is Cn1nnnc1SCCCC(=O)c1ccccn1. Reaction SMILES: [CH3:1][n:2]1[n:3][n:4][n:5][c:6]1[Cl:7].[CH3:22][OH:23].[Na+:21].[OH-:20].[n:8]1[c:9]([C:14](=[O:15])[CH2:16][CH2:17][CH2:18][SH:19])[cH:10][cH:11][cH:12][cH:13]1>>[CH3:1][n:2]1[n:3][n:4][n:5][c:6]1[S:19][CH2:18][CH2:17][CH2:16][C:14]([c:9]1[n:8][cH:13][cH:12][cH:11][cH:10]1)=[O:15]. Reactants: P(O)(=O)(OP(=O)(O)OP(=O)(O)O)OC[C@@H]1[C@H]([C@H]([C@@H](O1)N1C=NC=2C(N)=NC=NC12)O)O.CCCCCCCC(=O)OCC(CO)OC(=O)CCCCCCC.C(C(COP(=O)(O)O[C@@H]1[C@@H]([C@@H]([C@H]([C@@H]([C@H]1O)OP(=O)(O)O)OP(=O)(O)O)O)O)O)O (ATP diC8 PtdInsP), ADP-Glo, C1CN(CCN1CCO)CCS(=O)(=O)O (HEPES), C(COCCOCCN(CC(=O)O)CC(=O)O)N(CC(=O)O)CC(=O)O (EGTA), Tween 20, [Mg+2].[Cl-].[Cl-] (MgCl2). The product is P(O)(=O)(OP(=O)(O)OP(=O)(O)O)OC[C@@H]1[C@H]([C@H]([C@@H](O1)N1C=NC=2C(N)=NC=NC12)O)O (ATP), CCCCCCCC(=O)OCC(CO)OC(=O)CCCCCCC.C(C(COP(=O)(O)O[C@@H]1[C@@H]([C@@H]([C@H]([C@@H]([C@H]1O)OP(=O)(O)O)OP(=O)(O)O)O)O)O)O (diC8 PtdInsP). As a reaction SMILES: C1N(CCO)CCN(CCS(O)(=O)=O)C1.C(N(CC(O)=O)CC(O)=O)COCCOCCN(CC(O)=O)CC(O)=O.[Mg+2].[Cl-].[Cl-].[P:45]([O:57][CH2:58][C@H:59]1[O:63][C@@H:62]([N:64]2[C:73]3[N:72]=[CH:71][N:70]=[C:68]([NH2:69])[C:67]=3[N:66]=[CH:65]2)[C@H:61]([OH:74])[C@@H:60]1[OH:75])([O:48][P:49]([O:52][P:53]([OH:56])([OH:55])=[O:54])([OH:51])=[O:50])(=[O:47])[OH:46].[CH3:76][CH2:77][CH2:78][CH2:79][CH2:80][CH2:81][CH2:82][C:83]([O:85][CH2:86][CH:87]([O:90][C:91]([CH2:93][CH2:94][CH2:95][CH2:96][CH2:97][CH2:98][CH3:99])=[O:92])[CH2:88][OH:89])=[O:84].[CH2:100]([OH:128])[CH:101]([OH:127])[CH2:102][O:103][P:104]([O:107][C@H:108]1[C@H:113]([OH:114])[C@@H:112]([O:115][P:116]([OH:119])([OH:118])=[O:117])[C@H:111]([O:120][P:121]([OH:124])([OH:123])=[O:122])[C@@H:110]([OH:125])[C@H:109]1[OH:126])([OH:106])=[O:105]>>[P:45]([O:57][CH2:58][C@H:59]1[O:63][C@@H:62]([N:64]2[C:73]3[N:72]=[CH:71][N:70]=[C:68]([NH2:69])[C:67]=3[N:66]=[CH:65]2)[C@H:61]([OH:74])[C@@H:60]1[OH:75])([O:48][P:49]([O:52][P:53]([OH:55])([OH:56])=[O:54])([OH:51])=[O:50])(=[O:46])[OH:47].[CH3:76][CH2:77][CH2:78][CH2:79][CH2:80][CH2:81][CH2:82][C:83]([O:85][CH2:86][CH:87]([O:90][C:91]([CH2:93][CH2:94][CH2:95][CH2:96][CH2:97][CH2:98][CH3:99])=[O:92])[CH2:88][OH:89])=[O:84].[CH2:100]([OH:128])[CH:101]([OH:127])[CH2:102][O:103][P:104]([O:107][C@H:108]1[C@H:113]([OH:114])[C@@H:112]([O:115][P:116]([OH:118])([OH:119])=[O:117])[C@H:111]([O:120][P:121]([OH:124])([OH:123])=[O:122])[C@@H:110]([OH:125])[C@H:109]1[OH:126])([OH:106])=[O:105] |f:2.3.4,5.6.7,9.10|. Procedure details: Promega ADP-Glo Max assay kit (Cat. No. V7002) was utilized to determine IC50 values for α, β, δ and γ isoforms of human Class I PI3 kinases (Millipore). Samples of kinase (20 nM α or δ, 40 nM β or γ isoform) were incubated with compound for 15 minutes at room temperature in reaction buffer (15 mM HEPES pH 7.4, 20 mM NaCl, 1 mM EGTA, 0.02% Tween 20, 10 mM MgCl2, 0.2 mg/mL bovine-γ-globulins) followed by addition of ATP/diC8-PtdInsP mixture to give final concentrations of 3 mM ATP and 500 uM diC8... The reactants are C(C)(C)NC(C)C (diisopropylamine), [Li]CCCC (n-BuLi), COC1(CC(C1)C(=O)OC)OC (methyl 3,3-dimethoxycyclobutanecarboxylate), C(C)=O (acetaldehyde). The solvent is O (water), C1CCOC1 (THF), C1CCOC1 (THF), C1CCOC1 (THF). Run at temperature 0 celsius, time 10 minute. The product is OC(C)C1(CC(C1)(OC)OC)C(=O)OC (methyl 1-(1-hydroxyethyl)-3,3-dimethoxycyclobutanecarboxylate). The yield is 88.6%. RXN SMILES: C(NC(C)C)(C)C.[Li]CCCC.[CH3:13][O:14][C:15]1([O:23][CH3:24])[CH2:18][CH:17]([C:19]([O:21][CH3:22])=[O:20])[CH2:16]1.[CH:25](=[O:27])[CH3:26]>C1COCC1.O>[OH:27][CH:25]([C:17]1([C:19]([O:21][CH3:22])=[O:20])[CH2:16][C:15]([O:14][CH3:13])([O:23][CH3:24])[CH2:18]1)[CH3:26]. Reported procedure: To a solution of diisopropylamine (3.2 mL, 22.67 mmol) in THF (45 mL) was added n-BuLi (2.69 M in hexane, 7.7 mL, 20.71 mmol) at −78° C. under argon. The mixture was stirred for 10 minutes at 0° C., then cooled to −78° C. and added a solution of methyl 3,3-dimethoxycyclobutanecarboxylate (3.0 g, 17.22 mmol) in THF (10 mL). The mixture was stirred for 30 minutes at −78° C., then added a solution of acetaldehyde (1.9 mL, 33.86 mmol) in THF (10 mL). The mixture was stirred for 30 minutes at −78° C.... Reactants: C#C[Si](C)(C)C, COC(=O)C(OC)Oc1ccc2ncc(I)cc2c1, CCOC(C)=O, CC(C)NC(C)C, I[Cu]I, C1CCOC1. Product: COC(=O)C(OC)Oc1ccc2ncc(C#C[Si](C)(C)C)cc2c1. As a reaction SMILES: [C:27](#[CH:28])[Si:29]([CH3:30])([CH3:31])[CH3:32].[CH3:1][O:2][C:3]([CH:4]([O:5][CH3:6])[O:7][c:8]1[cH:9][c:10]2[cH:11][c:12]([I:18])[cH:13][n:14][c:15]2[cH:16][cH:17]1)=[O:19].[CH3:33][CH2:34][O:35][C:36](=[O:37])[CH3:38].[CH:20]([NH:21][CH:22]([CH3:23])[CH3:24])([CH3:25])[CH3:26].[Cu:44]([I:45])[I:46].[O:39]1[CH2:40][CH2:41][CH2:42][CH2:43]1>>[CH3:1][O:2][C:3]([CH:4]([O:5][CH3:6])[O:7][c:8]1[cH:9][c:10]2[cH:11][c:12]([C:28]#[C:27][Si:29]([CH3:30])([CH3:31])[CH3:32])[cH:13][n:14][c:15]2[cH:16][cH:17]1)=[O:19]. Reactants: C(C)OC(=O)C=1N(CC2=CC(=CC=C2C1O)OCC1=CC=CC=C1)CC1=C(C=C(C=C1)OC)OC (7-benzyloxy-2-(2,4-dimethoxy-benzyl)-4-hydroxy-1,2-dihydro-isoquinoline-3-carboxylic acid ethyl ester), S(=O)(Cl)Cl (thionyl chloride). Solvent: ClCCl (Dichloromethane), hexanes. Run at time 1 hour. The product is C(C)OC(=O)C=1N=CC2=CC(=CC=C2C1O)OCC1=CC=CC=C1 (7-Benzyloxy-4-hydroxy-isoquinoline-3-carboxylic acid ethyl ester). Isolated yield 69.6%. Reaction SMILES: [CH2:1]([O:3][C:4]([C:6]1[N:7](CC2C=CC(OC)=CC=2OC)[CH2:8][C:9]2[C:14]([C:15]=1[OH:16])=[CH:13][CH:12]=[C:11]([O:17][CH2:18][C:19]1[CH:24]=[CH:23][CH:22]=[CH:21][CH:20]=1)[CH:10]=2)=[O:5])[CH3:2].S(Cl)(Cl)=O>ClCCl>[CH2:1]([O:3][C:4]([C:6]1[N:7]=[CH:8][C:9]2[C:14]([C:15]=1[OH:16])=[CH:13][CH:12]=[C:11]([O:17][CH2:18][C:19]1[CH:24]=[CH:23][CH:22]=[CH:21][CH:20]=1)[CH:10]=2)=[O:5])[CH3:2]. Procedure details: Dichloromethane (100 mL) was cooled to 0° C. and 5.7 g (12 mmol) of 7-benzyloxy-2-(2,4-dimethoxy-benzyl)-4-hydroxy-1,2-dihydro-isoquinoline-3-carboxylic acid ethyl ester and 1.31 mL (18 mmol) of thionyl chloride were added. The reaction was stirred for one hour and then allowed to warm to room temperature and stirred for an additional 3 hours. 60 mL of hexanes was added to the resultant slurry and the white solid was collected by filtration through a medium glass fitted filter. The solid was par...